From a dataset of the Open Reaction Database (ORD), a public repository of structured organic reaction records. describe an organic reaction: reactants, conditions, products, and yield The reactants are [Si](C1=CC=CC=C1)(C1=CC=CC=C1)(C(C)(C)C)OC1=C2CCCC(C2=CC=C1)=O (5-t-butyldiphenylsilyloxy-1-tetralone), C1(=CC=CC=C1)C1([C@@H]2N(B(O1)C)CCC2)C2=CC=CC=C2 ((R)-5,5-diphenyl-2-methyl-3,4-propano-1,3,2-oxazaborolidine), O1CCCC1.B (borane tetrahydrofuran). The solvent is C1CCOC1 (THF). Run at time 30 minute. Yields the product O[C@H]1CCCC2=C(C=CC=C12)O[Si](C1=CC=CC=C1)(C1=CC=CC=C1)C(C)(C)C ((1S)-1-hydroxy-5-t-butyldiphenylsilyloxy-1,2,3,4-tetrahydronaphthalene). The yield is 109.8%. RXN SMILES: [Si:1]([O:18][C:19]1[CH:28]=[CH:27][CH:26]=[C:25]2[C:20]=1[CH2:21][CH2:22][CH2:23][C:24]2=[O:29])([C:14]([CH3:17])([CH3:16])[CH3:15])([C:8]1[CH:13]=[CH:12][CH:11]=[CH:10][CH:9]=1)[C:2]1[CH:7]=[CH:6][CH:5]=[CH:4][CH:3]=1.C1(C2(C3C=CC=CC=3)OB(C)N3CCC[C@H]23)C=CC=CC=1.O1CCCC1.B>C1COCC1>[OH:29][C@@H:24]1[C:25]2[C:20](=[C:19]([O:18][Si:1]([C:14]([CH3:17])([CH3:16])[CH3:15])([C:8]3[CH:13]=[CH:12][CH:11]=[CH:10][CH:9]=3)[C:2]3[CH:3]=[CH:4][CH:5]=[CH:6][CH:7]=3)[CH:28]=[CH:27][CH:26]=2)[CH2:21][CH2:22][CH2:23]1 |f:2.3|. Reported procedure: To a solution of 5-t-butyldiphenylsilyloxy-1-tetralone (2.9 g) and (R)-5,5-diphenyl-2-methyl-3,4-propano-1,3,2-oxazaborolidine (2.3 g) in THF (5 ml) was added borane tetrahydrofuran complex (7.1 ml, 1M solution in THF) at −18° C. After being stirred for 30 minutes, the reaction was quenched with 1N HCl solution. The mixture was poured into a mixture of ethyl acetate and water. The organic layer was washed with 1N-HCl solution, sat. NaHCO3 and brine, dried over MgSO4, and evaporated in vacuo. The... The solvent is CN1CCCC1=O (NMP). Procedure details: A suspension of Example 57 (135 mg, 0.272 mmol) in ethyl cyanoacetate (2.307 g, 20.40 mmol) was heated at 105° C. for 4.5 h, then at 125° C. for 2 days. The mixture was treated with NMP (0.3 mL), heated at 125° C. for 5 h, then cooled to RT and purified via silica gel chromatography (EtOAc/Hex). The material was re-purified via silica gel chromatography (THF/Hex), dissolved in 4:1 MeCN/H2O, frozen and lyophilized. The material was treated with MTBE, the resulting solid collected via filtration a... Reaction conditions: temperature 125 celsius, time 2 day. Yields the product BrC1=C(C=C(C(=C1)F)NC(=O)NC1=CC=CC=C1)C=1C(N(C2=CC(=NC=C2C1)NC(CC#N)=O)CC)=O (N-(3-(2-bromo-4-fluoro-5-(3-phenylureido)phenyl)-1-ethyl-2-oxo-1,2-dihydro-1,6-naphthyridin-7-yl)-2-cyanoacetamide). The reactants are NC1=NC=C2C=C(C(N(C2=C1)CC)=O)C=1C(=CC(=C(C1)NC(=O)NC1=CC=CC=C1)F)Br (1-(5-(7-amino-1-ethyl-2-oxo-1,2-dihydro-1,6-naphthyridin-3-yl)-4-bromo-2-fluorophenyl)-3-phenylurea), C(#N)CC(=O)OCC (ethyl cyanoacetate). Yield: 8.5%. Reaction SMILES: [NH2:1][C:2]1[CH:11]=[C:10]2[C:5]([CH:6]=[C:7]([C:15]3[C:16]([Br:32])=[CH:17][C:18]([F:31])=[C:19]([NH:21][C:22]([NH:24][C:25]4[CH:30]=[CH:29][CH:28]=[CH:27][CH:26]=4)=[O:23])[CH:20]=3)[C:8](=[O:14])[N:9]2[CH2:12][CH3:13])=[CH:4][N:3]=1.[C:33]([CH2:35][C:36](OCC)=[O:37])#[N:34]>CN1C(=O)CCC1>[Br:32][C:16]1[CH:17]=[C:18]([F:31])[C:19]([NH:21][C:22]([NH:24][C:25]2[CH:26]=[CH:27][CH:28]=[CH:29][CH:30]=2)=[O:23])=[CH:20][C:15]=1[C:7]1[C:8](=[O:14])[N:9]([CH2:12][CH3:13])[C:10]2[C:5]([CH:6]=1)=[CH:4][N:3]=[C:2]([NH:1][C:36](=[O:37])[CH2:35][C:33]#[N:34])[CH:11]=2. Reactants: O=C(Br)CBr, O=C([O-])[O-], ClCCl, NCCOc1cccc(F)c1, [K+], [K+], O. Product: O=C(CBr)NCCOc1cccc(F)c1. As a reaction SMILES: [Br:18][CH2:19][C:20](=[O:21])[Br:22].[C:12](=[O:13])([O-:14])[O-:15].[Cl:24][CH2:25][Cl:26].[F:1][c:2]1[cH:3][c:4]([O:5][CH2:6][CH2:7][NH2:8])[cH:9][cH:10][cH:11]1.[K+:16].[K+:17].[OH2:23]>>[F:1][c:2]1[cH:3][c:4]([O:5][CH2:6][CH2:7][NH:8][C:20]([CH2:19][Br:18])=[O:21])[cH:9][cH:10][cH:11]1. The reactants are BrC1=CC=C(C=C1)O (4-bromophenol), COCCl (chloromethyl methyl ether). Yields the product COCOC1=CC=C(C=C1)Br (4-Methoxymethoxybromobenzene). Yield: 104.2%. Reaction SMILES: [Br:1][C:2]1[CH:7]=[CH:6][C:5]([OH:8])=[CH:4][CH:3]=1.[CH3:9][O:10][CH2:11]Cl>>[CH3:9][O:10][CH2:11][O:8][C:5]1[CH:6]=[CH:7][C:2]([Br:1])=[CH:3][CH:4]=1. Procedure: In a manner similar to that of Example 7(a), by reaction of 48.84 g (282.3 mmol) of 4-bromophenol with 25.0 ml (310.5 mmol) of chloromethyl methyl ether, 63.85 g (100%) of the expected product are obtained in the form of a beige-coloured oil. Reactants: N1=C(C=CC=C1)CCOCCSCCC1OCCO1 (2-[2-[2-[2-[2-Pyridyl]ethoxy]ethylthio]ethyl]-1,3-dioxolane). The solvent is C(=O)O (formic acid). Run at time 22 hour. Product: N1=C(C=CC=C1)CCOCCSCCC=O (3-[2-[2-[2-Pyridyl]ethoxy]ethylthio]propanal). As a reaction SMILES: [N:1]1[CH:6]=[CH:5][CH:4]=[CH:3][C:2]=1[CH2:7][CH2:8][O:9][CH2:10][CH2:11][S:12][CH2:13][CH2:14][CH:15]1OCC[O:16]1>C(O)=O>[N:1]1[CH:6]=[CH:5][CH:4]=[CH:3][C:2]=1[CH2:7][CH2:8][O:9][CH2:10][CH2:11][S:12][CH2:13][CH2:14][CH:15]=[O:16]. Reported procedure: The material from step b) (0.850 g) was dissolved in 80% formic acid (10 ml) and left to stand at room temperature for 22 hours. The mixture was partitioned between ether and water. The layers were separated and the aqueous layer extracted with ether. The ethereal extracts were combined, washed with brine, dried (MgSO4) and evaporated under reduced pressure to yield the subtitled compound as an oil (0.70 g). Starting materials: FC=1C(=NC(=NC1)O)N=CN(C)C (N′-(5-fluoro-2-hydroxypyrimidin-4-yl)-N,N-dimethylformamidine), C([O-])([O-])=O.[K+].[K+] (potassium carbonate), FC1=CC=C(CBr)C=C1 (4-fluorobenzyl bromide). Run in CN(C=O)C (N,N-dimethylformamide). Run at temperature 70 celsius, time 16 hour. Yields the product FC=1C(=NC(N(C1)CC1=CC=C(C=C1)F)=O)N=CN(C)C (N′-[5-fluoro-1-(4-fluorobenzyl)-2-oxo-1,2-dihydro-pyrimidin-4-yl]-N,N-dimethylformamidine), solid. Yield: 20.0%. RXN SMILES: [F:1][C:2]1[C:3]([N:9]=[CH:10][N:11]([CH3:13])[CH3:12])=[N:4][C:5]([OH:8])=[N:6][CH:7]=1.C(=O)([O-])[O-].[K+].[K+].[F:20][C:21]1[CH:28]=[CH:27][C:24]([CH2:25]Br)=[CH:23][CH:22]=1>CN(C)C=O>[F:1][C:2]1[C:3]([N:9]=[CH:10][N:11]([CH3:13])[CH3:12])=[N:4][C:5](=[O:8])[N:6]([CH2:25][C:24]2[CH:27]=[CH:28][C:21]([F:20])=[CH:22][CH:23]=2)[CH:7]=1 |f:1.2.3|. Reported procedure: To an 8 mL screw-cap vial was added N,N-dimethylformamide (DMF; 1.5 mL), N′-(5-fluoro-2-hydroxypyrimidin-4-yl)-N,N-dimethylformamidine (100 mg, 0.54 mmol), anhydrous potassium carbonate (K2CO3; 138 mg, 1.0 mmol), and 4-fluorobenzyl bromide (113 mg, 0.60 mmol). The mixture was shaken and heated to 70° C. for 2 h and then at room temperature for an additional 16 h. The crude reaction mixture was filtered and placed directly onto a reverse phase chromatography column. After elution, the title compo... The reactants are C=CCOCCCCCOc1c(Cl)cc(OCC=C(Cl)Cl)cc1Cl, [Hg+2], C1CCOC1, O=S(=O)(O)O, O=S(=O)([O-])[O-]. Yields the product CC(=O)COCCCCCOc1c(Cl)cc(OCC=C(Cl)Cl)cc1Cl. RXN SMILES: [Cl:1][c:2]1[cH:3][c:4]([O:19][CH2:20][CH:21]=[C:22]([Cl:23])[Cl:24])[cH:5][c:6]([Cl:18])[c:7]1[O:8][CH2:9][CH2:10][CH2:11][CH2:12][CH2:13][O:14][CH2:15][CH:16]=[CH2:17].[Hg+2:35].[O:36]1[CH2:37][CH2:38][CH2:39][CH2:40]1.[S:25]([OH:26])(=[O:27])(=[O:28])[OH:29].[S:30]([O-:31])([O-:32])(=[O:33])=[O:34]>>[Cl:1][c:2]1[cH:3][c:4]([O:19][CH2:20][CH:21]=[C:22]([Cl:23])[Cl:24])[cH:5][c:6]([Cl:18])[c:7]1[O:8][CH2:9][CH2:10][CH2:11][CH2:12][CH2:13][O:14][CH2:15][C:16]([CH3:17])=[O:26].